The task is: describe an organic reaction: reactants, conditions, products, and yield. This data is from the Open Reaction Database (ORD), a public repository of structured organic reaction records. Reactants: COC=1C=C(C=CC1OC)CCN (β-(3,4-dimethoxyphenyl)ethylamine), C(C)(C)O (isopropanol), C1C(O1)CO (glycidol), C(C)(C)O (isopropanol). Yields the product COC=1C=C(C=CC1OC)CCNCCC(O)O (3-[2-(3,4-Dimethoxyphenyl)ethylamino]-1,1-propanediol). Reaction SMILES: [CH3:1][O:2][C:3]1[CH:4]=[C:5]([CH2:11][CH2:12][NH2:13])[CH:6]=[CH:7][C:8]=1[O:9][CH3:10].[CH2:14]1[O:16][CH:15]1[CH2:17]O.C([OH:22])(C)C>>[CH3:1][O:2][C:3]1[CH:4]=[C:5]([CH2:11][CH2:12][NH:13][CH2:17][CH2:15][CH:14]([OH:22])[OH:16])[CH:6]=[CH:7][C:8]=1[O:9][CH3:10]. Procedure details: To a solution of β-(3,4-dimethoxyphenyl)ethylamine (151.0 g., 0.83 m) in isopropanol (160 ml.) heated at 50° is added a solution of glycidol (24.8 g., 0.33 m) in isopropanol (25 ml.) over 30 minutes. After heating at 50° for 30 minutes and at 70° for 15 hours, the solvent is concentrated under reduced pressure. The residue is distilled at 224°-227° C. at 0.7 mm. to yield I (47.9 g., 57%).